This data is from the Open Reaction Database (ORD), a public repository of structured organic reaction records. The task is: describe an organic reaction: reactants, conditions, products, and yield The reactants are ClC1=CC2=C(N=C(S2)N)C=C1 (6-chloro-benzothiazol-2-ylamine), C(C)OC(C1=CC(=C(C=C1)N)NC)=O (4-amino-3-methylamino-benzoic acid ethyl ester), C(CCl)Cl (EDC). The solvent is CN(C)C=O (DMF). Product: C(C)OC(=O)C1=CC2=C(N=C(N2C)NC=2SC3=C(N2)C=CC(=C3)Cl)C=C1 (2-(6-Chloro-benzothiazol-2-ylamino)-3-methyl-3H-benzoimidazole-5-carboxylic acid ethyl ester). The yield is 50.2%. As a reaction SMILES: [Cl:1][C:2]1[CH:11]=[CH:10][C:5]2[N:6]=[C:7]([NH2:9])[S:8][C:4]=2[CH:3]=1.[CH2:12]([O:14][C:15](=[O:25])[C:16]1[CH:21]=[CH:20][C:19]([NH2:22])=[C:18]([NH:23][CH3:24])[CH:17]=1)[CH3:13].[CH2:26](Cl)CCl>CN(C=O)C>[CH2:12]([O:14][C:15]([C:16]1[CH:21]=[CH:20][C:19]2[N:22]=[C:24]([NH:9][C:7]3[S:8][C:4]4[CH:3]=[C:2]([Cl:1])[CH:11]=[CH:10][C:5]=4[N:6]=3)[N:23]([CH3:26])[C:18]=2[CH:17]=1)=[O:25])[CH3:13]. Procedure details: 2-(6-Chloro-benzothiazol-2-ylamino)-3-methyl-3H-benzoimidazole-5-carboxylic acid ethyl ester (1.2 g) was prepared by following General Procedure D starting from 6-chloro-benzothiazol-2-ylamine (1.2 g), 4-amino-3-methylamino-benzoic acid ethyl ester (1.2 g), thioCDI (1 g) and EDC (1.1 g) in DMF (20 mL). Reactants: FC(C=1C=C(C(=O)N2CCC3(C(NC(N3C3=C(C=CC=C3)C)C)=O)CC2)C=C(C1)C(F)(F)F)(F)F ((rac)-8-(3,5-bis-trifluoromethyl-benzoyl)-2-methyl-1-o-tolyl-1,3,8-triaza-spiro[4.5]decan-4-one), ClCCOC (2-chloroethyl-methyl ether). Yields the product FC(C=1C=C(C(=O)N2CCC3(C(N(C(N3C3=C(C=CC=C3)C)C)CCOC)=O)CC2)C=C(C1)C(F)(F)F)(F)F (Rac-8-(3,5-Bis-trifluoromethyl-benzoyl)-3-(2-methoxy-ethyl)-2-methyl-1-o-tolyl-1,3,8-triaza-spiro[4.5]decan-4-one). Reaction SMILES: [F:1][C:2]([F:35])([F:34])[C:3]1[CH:4]=[C:5]([CH:27]=[C:28]([C:30]([F:33])([F:32])[F:31])[CH:29]=1)[C:6]([N:8]1[CH2:26][CH2:25][C:11]2([N:15]([C:16]3[CH:21]=[CH:20][CH:19]=[CH:18][C:17]=3[CH3:22])[CH:14]([CH3:23])[NH:13][C:12]2=[O:24])[CH2:10][CH2:9]1)=[O:7].Cl[CH2:37][CH2:38][O:39][CH3:40]>>[F:35][C:2]([F:1])([F:34])[C:3]1[CH:4]=[C:5]([CH:27]=[C:28]([C:30]([F:33])([F:32])[F:31])[CH:29]=1)[C:6]([N:8]1[CH2:9][CH2:10][C:11]2([N:15]([C:16]3[CH:21]=[CH:20][CH:19]=[CH:18][C:17]=3[CH3:22])[CH:14]([CH3:23])[N:13]([CH2:37][CH2:38][O:39][CH3:40])[C:12]2=[O:24])[CH2:25][CH2:26]1)=[O:7]. Procedure: The title compound, MS: m/e=542.2 (M+H+), was prepared in accordance with the general method of example 99 from (rac)-8-(3,5-bis-trifluoromethyl-benzoyl)-2-methyl-1-o-tolyl-1,3,8-triaza-spiro[4.5]decan-4-one and 2-chloroethyl-methyl ether. The reactants are [O-]B([O-])Oc1ccsc1, COC(=O)C1=Cc2cc(Br)ccc2OCC1, O=C([O-])[O-], CCO, [K+], [K+], O, Cc1ccccc1. Product: COC(=O)C1=Cc2cc(-c3ccsc3)ccc2OCC1. Reaction SMILES: [B:17]([O-:18])([O-:24])[O:25][c:19]1[cH:20][s:21][cH:22][cH:23]1.[Br:1][c:2]1[cH:3][cH:4][c:5]2[c:6]([cH:16]1)[CH:7]=[C:8]([C:12](=[O:13])[O:14][CH3:15])[CH2:9][CH2:10][O:11]2.[C:26](=[O:27])([O-:28])[O-:29].[CH2:33]([OH:34])[CH3:35].[K+:30].[K+:31].[OH2:32].[c:36]1([CH3:37])[cH:38][cH:39][cH:40][cH:41][cH:42]1>>[c:2]1(-[c:19]2[cH:20][s:21][cH:22][cH:23]2)[cH:3][cH:4][c:5]2[c:6]([cH:16]1)[CH:7]=[C:8]([C:12](=[O:13])[O:14][CH3:15])[CH2:9][CH2:10][O:11]2. Reactants: O (water), FC(S(=O)(=O)OS(=O)(=O)C(F)(F)F)(F)F (Trifluoromethanesulfonic anhydride), C(C)OC(=O)C1=CC2=C(C=CC=C2C=C1Cl)O (3-chloro-8-hydroxy-naphthalene-2-carboxylic acid ethyl ester), FC(S(=O)(=O)OS(=O)(=O)C(F)(F)F)(F)F (trifluoromethanesulfonic anhydride). The solvent is N1=CC=CC=C1 (pyridine). Reaction conditions: time 1 hour. Product: C(C)OC(=O)C1=CC2=C(C=CC=C2C=C1Cl)OS(=O)(=O)C(F)(F)F (3-Chloro-8-trifluoromethanesulfonyloxy-naphthalene-2-carboxylic acid ethyl ester). As a reaction SMILES: [F:1][C:2]([F:15])([F:14])[S:3]([O:6]S(C(F)(F)F)(=O)=O)(=[O:5])=[O:4].[CH2:16]([O:18][C:19]([C:21]1[C:30]([Cl:31])=[CH:29][C:28]2[C:23](=[C:24](O)[CH:25]=[CH:26][CH:27]=2)[CH:22]=1)=[O:20])[CH3:17].O>N1C=CC=CC=1>[CH2:16]([O:18][C:19]([C:21]1[C:30]([Cl:31])=[CH:29][C:28]2[C:23](=[C:24]([O:6][S:3]([C:2]([F:15])([F:14])[F:1])(=[O:5])=[O:4])[CH:25]=[CH:26][CH:27]=2)[CH:22]=1)=[O:20])[CH3:17]. Reported procedure: Trifluoromethanesulfonic anhydride (2.46 g, 8.73 mmol, 1.2 equiv) was added at −20° C. under an atmosphere of argon to a solution of 3-chloro-8-hydroxy-naphthalene-2-carboxylic acid ethyl ester (1.82 g, 7.28 mmol) in pyridine (55 ml). After 1 hour at 0° C., an additional portion of trifluoromethanesulfonic anhydride (2.46 g, 8.73 mmol, 1.2 equiv) was added, and stirring was continued at 0° C. for another 1.5 hours. Cold water (4° C., 100 ml) was carefully added, and the reaction mixture was extr... The reactants are COC(=O)Nc1noc(C(=O)OC)c1OC, Cl, [Na+], [OH-], O. The product is COC(=O)Nc1noc(C(=O)O)c1OC. As a reaction SMILES: [CH3:1][O:2][C:3](=[O:4])[c:5]1[c:6]([O:15][CH3:16])[c:7]([NH:10][C:11](=[O:12])[O:13][CH3:14])[n:8][o:9]1.[ClH:19].[Na+:18].[OH-:17].[OH2:20]>>[O:2]=[C:3]([OH:4])[c:5]1[c:6]([O:15][CH3:16])[c:7]([NH:10][C:11](=[O:12])[O:13][CH3:14])[n:8][o:9]1. Reactants: BrN1C(CCC1=O)=O (N-bromosuccinimide), C(C1=CC=CC=C1)(=O)N1C(C2C=3C(=CC=CC13)C(CC2)=O)C2=CC=CC=C2 (1-benzoyl-2-phenyl-1,2,2a,3,4,5-hexahydrobenz[cd]indol-5-one), O (water). Solvent: C(Cl)Cl (methylene chloride). Conditions: time 3 day. Product: C(C1=CC=CC=C1)(=O)N1C(C2C=3C(=C(C=CC13)Br)C(CC2)=O)C2=CC=CC=C2 (1-benzoyl-6-bromo-2-phenyl-1,2,2a,3,4,5-hexahydrobenz[cd]indol-5-one). Yield: 82.6%. As a reaction SMILES: [C:1]([N:9]1[C:17]2[CH:16]=[CH:15][CH:14]=[C:13]3[C:18](=[O:21])[CH2:19][CH2:20][CH:11]([C:12]=23)[CH:10]1[C:22]1[CH:27]=[CH:26][CH:25]=[CH:24][CH:23]=1)(=[O:8])[C:2]1[CH:7]=[CH:6][CH:5]=[CH:4][CH:3]=1.[Br:28]N1C(=O)CCC1=O.O>C(Cl)Cl>[C:1]([N:9]1[C:17]2[CH:16]=[CH:15][C:14]([Br:28])=[C:13]3[C:18](=[O:21])[CH2:19][CH2:20][CH:11]([C:12]=23)[CH:10]1[C:22]1[CH:27]=[CH:26][CH:25]=[CH:24][CH:23]=1)(=[O:8])[C:2]1[CH:3]=[CH:4][CH:5]=[CH:6][CH:7]=1. Procedure details: A portion (2.0 g) of the compound obtained in Example 1 was dissolved in anhydrous methylene chloride (20 ml) and to the solution was added N-bromosuccinimide (NBS; 1.01 g). The mixture was stirred for 3 days at room temperature. After adding water, the reaction mixture was extracted three times with methylene chloride. The organic layers were combined, washed with saturated aqueous solution of sodium chloride and dried over anhydrous sodium sulfate. The solvent was distilled off under reduced p... As a reaction SMILES: [Cl:1][C:2]1[C:11]2[C:6](=[CH:7][CH:8]=[CH:9][CH:10]=2)[N:5]=[CH:4][C:3]=1[C:12]([O:14][CH2:15][CH3:16])=[O:13].[NH:17]([C:19]1[S:20][CH:21]=[CH:22][N:23]=1)[NH2:18].C(OCC)C>CO>[ClH:1].[S:20]1[CH:21]=[CH:22][N:23]=[C:19]1[NH:17][NH:18][C:2]1[C:11]2[C:6](=[CH:7][CH:8]=[CH:9][CH:10]=2)[N:5]=[CH:4][C:3]=1[C:12]([O:14][CH2:15][CH3:16])=[O:13] |f:4.5|. Procedure: A solution of 1.63 g of ethyl 4-chloroquinoline-3-carboxylate and 0.80 g of 2-hydrazinothiazole in 22 ml of methanol is stirred for 26 hours at 23°; 22 ml of diethyl ether is added to the resulting slurry, which is then filtered. The precipitate is washed once with methanol-ether (1:1) and once with ether to yield ethyl 4-(2-thiazolylhydrazino)-quinoline-3-carboxylate hydrochloride as a yellow solid which is used directly in the above cyclization. The reactants are ClC1=C(C=NC2=CC=CC=C12)C(=O)OCC (ethyl 4-chloroquinoline-3-carboxylate), N(N)C=1SC=CN1 (2-hydrazinothiazole), C(C)OCC (diethyl ether). Solvent: CO (methanol). The product is Cl.S1C(=NC=C1)NNC1=C(C=NC2=CC=CC=C12)C(=O)OCC (ethyl 4-(2-thiazolylhydrazino)-quinoline-3-carboxylate hydrochloride).